Task: describe an organic reaction: reactants, conditions, products, and yield. Dataset: the Open Reaction Database (ORD), a public repository of structured organic reaction records Starting materials: CI (methyl iodide), N1(C=NC=C1)C(=O)N[C@]1([C@@H](C1)C=C)C(=O)OCC ((1R,2S)-ethyl 1-(1H-imidazole-1-carboxamido)-2-vinylcyclopropanecarboxylate). The solvent is C(C)#N (ACN). Run at time 2 hour. Yields the product [I-].C(C)OC(=O)[C@@]1([C@@H](C1)C=C)NC(=O)N1C=[N+](C=C1)C (1-((1R,2S)-1-(ethoxycarbonyl)-2-vinylcyclopropyl-carbamoyl)-3-methyl-1H-imidazol-3-ium iodide). Reaction SMILES: [CH3:1][I:2].[N:3]1([C:8]([NH:10][C@:11]2([C:16]([O:18][CH2:19][CH3:20])=[O:17])[CH2:13][C@H:12]2[CH:14]=[CH2:15])=[O:9])[CH:7]=[CH:6][N:5]=[CH:4]1>C(#N)C>[I-:2].[CH2:19]([O:18][C:16]([C@@:11]1([NH:10][C:8]([N:3]2[CH:7]=[CH:6][N+:5]([CH3:1])=[CH:4]2)=[O:9])[CH2:13][C@H:12]1[CH:14]=[CH2:15])=[O:17])[CH3:20] |f:3.4|. Procedure: Under nitrogen, methyl iodide (1.9 mL, 4 eq.) was added to a solution of compound 33 (2 g, 1 eq.) in ACN (16 mL). The reaction mixture was stirred at room temperature for 2 hrs. The solvent was removed under reduced pressure to yield compound 34 as yellow oil, which was used directly in the next step without further purification. Starting materials: ClCCl, CC(C)(C)OC(=O)N(CCO)CCc1cccc(F)c1, [Na+], [Na+], O=S([O-])([O-])=S. The product is CC(C)(C)OC(=O)N(CC=O)CCc1cccc(F)c1. RXN SMILES: [Cl:28][CH2:29][Cl:30].[F:1][c:2]1[cH:3][c:4]([CH2:5][CH2:6][N:7]([C:8]([O:9][C:10]([CH3:11])([CH3:12])[CH3:13])=[O:14])[CH2:15][CH2:16][OH:17])[cH:18][cH:19][cH:20]1.[Na+:21].[Na+:22].[O-:23][S:24]([O-:25])(=[S:26])=[O:27]>>[F:1][c:2]1[cH:3][c:4]([CH2:5][CH2:6][N:7]([C:8]([O:9][C:10]([CH3:11])([CH3:12])[CH3:13])=[O:14])[CH2:15][CH:16]=[O:17])[cH:18][cH:19][cH:20]1.